Dataset: the Open Reaction Database (ORD), a public repository of structured organic reaction records. Task: describe an organic reaction: reactants, conditions, products, and yield Reactants: NC=1C=C2C(=NC=NC2=CC1)NC1=CC(=C(C=C1)F)Cl (6-amino-4-(3'-chloro-4'-fluoroanilino)quinazoline), COC(CCN1CCOCC1)OC (3-morpholinopropionaldehyde dimethyl acetal). Yields the product ClC=1C=C(NC2=NC=NC3=CC=C(C=C23)NCCCN2CCOCC2)C=CC1F (4-(3'-chloro-4'-fluoroanilino)-6-(3-morpholinopropylarnino)quinazoline). Isolated yield 84.0%. RXN SMILES: [NH2:1][C:2]1[CH:3]=[C:4]2[C:9](=[CH:10][CH:11]=1)[N:8]=[CH:7][N:6]=[C:5]2[NH:12][C:13]1[CH:18]=[CH:17][C:16]([F:19])=[C:15]([Cl:20])[CH:14]=1.CO[CH:23](OC)[CH2:24][CH2:25][N:26]1[CH2:31][CH2:30][O:29][CH2:28][CH2:27]1>>[Cl:20][C:15]1[CH:14]=[C:13]([CH:18]=[CH:17][C:16]=1[F:19])[NH:12][C:5]1[C:4]2[C:9](=[CH:10][CH:11]=[C:2]([NH:1][CH2:23][CH2:24][CH2:25][N:26]3[CH2:31][CH2:30][O:29][CH2:28][CH2:27]3)[CH:3]=2)[N:8]=[CH:7][N:6]=1. Reported procedure: Using an analogous procedure to that described in Example 1, 6-amino-4-(3'-chloro-4'-fluoroanilino)quinazoline was reacted with 3-morpholinopropionaldehyde dimethyl acetal to give 4-(3'-chloro-4'-fluoroanilino)-6-(3-morpholinopropylarnino)quinazoline in 84% yield; The reactants are C(C)(C)(C)OC(=O)N1[C@@H](C[C@@H](C1)C)C=1NC=C(N1)C1=CC=C(C=C1)C1=CC=C(C=C1)B1OC(C(O1)(C)C)(C)C ((2S,4S)-4-methyl-2{-4-[4′-(4,4,5,5-tetramethyl-[1,3,2]dioxaborolan-2-yl)-biphenyl-4-yl]-1H-imidazol-2-yl}-pyrrolidine-1-carboxylic acid tert-butyl ester), IC1=CC2=C(NC(=N2)[C@H]2N(C[C@H](C2)C)C(=O)C(C(C)C)N(C(OC)=O)C)C=C1 (methyl N-[1-[(2S,4S)-2-(5-iodo-1H-benzimidazol-2-yl)-4-methyl-pyrrolidine-1-carbonyl]-2-methyl-propyl]-N-methyl-carbamate), Pd(DPPF)(Cl)2, C(Cl)Cl (CH2Cl2), C(=O)(O)[O-].[Na+] (NaHCO3). Conditions: temperature 80 celsius, time 18 hour. Product: C(C)(C)(C)OC(=O)N1C(CC(C1)C)C=1NC=C(N1)C1=CC=C(C=C1)C1=CC=C(C=C1)C1=CC2=C(NC(=N2)[C@H]2N(C[C@H](C2)C)C([C@H](C(C)C)N(C)C(=O)OC)=O)C=C1 (2-{4-[4′-(2-{(2S,4S)-1-[(S)-2-(methoxycarbonyl-methyl-amino)-3-methyl-butyryl]-4-methyl-pyrrolidin-2-yl}-1H-benzoimidazol-5-yl)-biphenyl-4-yl]-1H-imidazol-2-yl}-4-methyl-pyrrolidine-1-carboxylic acid tert-butyl ester). The yield is 37.3%. RXN SMILES: [C:1]([O:5][C:6]([N:8]1[CH2:12][C@@H:11]([CH3:13])[CH2:10][C@H:9]1[C:14]1[NH:15][CH:16]=[C:17]([C:19]2[CH:24]=[CH:23][C:22]([C:25]3[CH:30]=[CH:29][C:28](B4OC(C)(C)C(C)(C)O4)=[CH:27][CH:26]=3)=[CH:21][CH:20]=2)[N:18]=1)=[O:7])([CH3:4])([CH3:3])[CH3:2].I[C:41]1[CH:67]=[CH:66][C:44]2[NH:45][C:46]([C@@H:48]3[CH2:52][C@H:51]([CH3:53])[CH2:50][N:49]3[C:54]([CH:56]([N:60]([CH3:65])[C:61](=[O:64])[O:62][CH3:63])[CH:57]([CH3:59])[CH3:58])=[O:55])=[N:47][C:43]=2[CH:42]=1.C(Cl)Cl.C([O-])(O)=O.[Na+]>>[C:1]([O:5][C:6]([N:8]1[CH2:12][CH:11]([CH3:13])[CH2:10][CH:9]1[C:14]1[NH:15][CH:16]=[C:17]([C:19]2[CH:24]=[CH:23][C:22]([C:25]3[CH:30]=[CH:29][C:28]([C:41]4[CH:67]=[CH:66][C:44]5[NH:45][C:46]([C@@H:48]6[CH2:52][C@H:51]([CH3:53])[CH2:50][N:49]6[C:54](=[O:55])[C@@H:56]([N:60]([C:61]([O:62][CH3:63])=[O:64])[CH3:65])[CH:57]([CH3:59])[CH3:58])=[N:47][C:43]=5[CH:42]=4)=[CH:27][CH:26]=3)=[CH:21][CH:20]=2)[N:18]=1)=[O:7])([CH3:2])([CH3:3])[CH3:4] |f:3.4|. Procedure: To a suspension of (2S,4S)-4-methyl-2{-4-[4′-(4,4,5,5-tetramethyl-[1,3,2]dioxaborolan-2-yl)-biphenyl-4-yl]-1H-imidazol-2-yl}-pyrrolidine-1-carboxylic acid tert-butyl ester (211 mg, 0.3985 mmol), methyl N-[1-[(2S,4S)-2-(5-iodo-1H-benzimidazol-2-yl)-4-methyl-pyrrolidine-1-carbonyl]-2-methyl-propyl]-N-methyl-carbamate (198.6 mg, 0.3985 mmol), Pd(DPPF)(Cl)2.CH2Cl2 (32.54 mg, 0.03985 mmol) in 2-propnaol (2.1 mL) is added 1M aqueous NaHCO3 (2 mL, 2 mmol). The reaction mixture is stirred at 80° C. for ... The reactants are N(=[N+]=[N-])[C@H]1C[C@@H](O[C@@H]1CO)N1C(=O)N=C(N)C=C1 (3'-azido-2',3'-dideoxycytidine), [H][H] (hydrogen). The reagents and catalysts are [Pd] (palladium on charcoal). Yields the product N[C@H]1C[C@@H](O[C@@H]1CO)N1C(=O)N=C(N)C=C1 (3'-amino-2',3'-dideoxycytidine). As a reaction SMILES: [N:1]([C@@H:4]1[C@@H:8]([CH2:9][OH:10])[O:7][C@@H:6]([N:11]2[CH:18]=[CH:17][C:15]([NH2:16])=[N:14][C:12]2=[O:13])[CH2:5]1)=[N+]=[N-].[H][H]>[Pd]>[NH2:1][C@@H:4]1[C@@H:8]([CH2:9][OH:10])[O:7][C@@H:6]([N:11]2[CH:18]=[CH:17][C:15]([NH2:16])=[N:14][C:12]2=[O:13])[CH2:5]1. Reported procedure: An alternate synthesis of compound (XIII) involves treatment of 3,-azido-5'-0-acetyl-2',3'-dideoxyuridine (X) with 4-chlorophenylphosphorodichloridate and 1,2,4-triazole in pyridine at room temperature for 3 days to give the 4-trizolylpyrimidinone derivative. Subsequent treatment with aqueous ammonia in dioxane (1:3 v/v) for 4 hours, then saturated methanolic ammonia overnight at room temperature, yields the 3'-azido analog (XII). Compound (XII) is then reduced under 50 psi of hydrogen in the pr... The reactants are B(F)(F)F (BF3), C(=O)(O)[O-].[Na+] (NaHCO3), CC1=NSC(=C1C=1N(C2=CC=CC=C2C1C1=CC=C(C=C1)OC)C#N)C (2-(3,5-dimethylisothiazol-4-yl)-3-(4-methoxyphenyl)-1H-indole-1-carbonitrile), S(C)C (SMe2). Reagents/catalysts: CO (MeOH). The solvent is C(Cl)Cl (DCM). Reaction conditions: temperature 1 celsius, time 16 hour. Product: CC1=NSC(=C1C=1N(C2=CC=CC=C2C1C1=CC=C(C=C1)O)C#N)C (2-(3,5-dimethylisothiazol-4-yl)-3-(4-hydroxyphenyl)-1H-indole-1-carbonitrile). The yield is 47.4%. RXN SMILES: [CH3:1][C:2]1[C:6]([C:7]2[N:8]([C:24]#[N:25])[C:9]3[C:14]([C:15]=2[C:16]2[CH:21]=[CH:20][C:19]([O:22]C)=[CH:18][CH:17]=2)=[CH:13][CH:12]=[CH:11][CH:10]=3)=[C:5]([CH3:26])[S:4][N:3]=1.B(F)(F)F.S(C)C.C([O-])(O)=O.[Na+]>C(Cl)Cl.CO>[CH3:1][C:2]1[C:6]([C:7]2[N:8]([C:24]#[N:25])[C:9]3[C:14]([C:15]=2[C:16]2[CH:21]=[CH:20][C:19]([OH:22])=[CH:18][CH:17]=2)=[CH:13][CH:12]=[CH:11][CH:10]=3)=[C:5]([CH3:26])[S:4][N:3]=1 |f:3.4|. Reported procedure: 2-(3,5-dimethylisothiazol-4-yl)-3-(4-methoxyphenyl)-1H-indole-1-carbonitrile (38 mg, 0.11 mmol) was dissolved in 10 ml DCM and the mixture was cooled in an ice bath. BF3.SMe2 (0.56 ml, 5.29 mmol) was added drop wise and the mixture was stirred at 0-2° C. for 16 h. A few drops MeOH were added followed by NaHCO3 (aq, sat). The layers were separated and the organic layer was concentrated. The crude product was purified by preparative HPLC. 18.0 mg 2-(3,5-dimethylisothiazol-4-yl)-3-(4-hydroxyphenyl)... Starting materials: C(C(C)(C)C)(=O)C1=CC=C(C=C1)C (p-pivaloyl toluene), BrN1C(CCC1=O)=O (N-bromosuccinimide), C(C1=CC=CC=C1)(=O)OOC(C1=CC=CC=C1)=O (benzoyl peroxide). Solvent: C(Cl)(Cl)(Cl)Cl (carbon tetrachloride). Yields the product BrCC1=CC=C(C=C1)C(C(C)(C)C)=O (α-bromo-p-pivaloyl toluene). Reaction SMILES: [C:1]([C:7]1[CH:12]=[CH:11][C:10]([CH3:13])=[CH:9][CH:8]=1)(=[O:6])[C:2]([CH3:5])([CH3:4])[CH3:3].[Br:14]N1C(=O)CCC1=O.C(OOC(=O)C1C=CC=CC=1)(=O)C1C=CC=CC=1>C(Cl)(Cl)(Cl)Cl>[Br:14][CH2:13][C:10]1[CH:11]=[CH:12][C:7]([C:1](=[O:6])[C:2]([CH3:5])([CH3:4])[CH3:3])=[CH:8][CH:9]=1. Reported procedure: To a suspension of 28.5 g. (1.17 g. atoms) magnesium turnings in 150 ml. tetrahydrofuran under a nitrogen atmosphere there is added 10 ml. of 4-bromo toluene (1.17 mole) in 650 ml. dry tetrahydrofuran; the reaction is started and the remainder of the bromo toluene solution is added dropwise at a rate that maintains a moderate reflux. After the addition is complete, the mixture is refluxed for an additional 11/2 hours. The resulting Grignard solution is added dropwise to a cold solution of 128.0 ... The reactants are C(C)N(C(C(C(C1=C(C=CC(=C1)Cl)O)=O)CCCOC1=CC=CC=C1)=O)CC (N,N-Diethyl-2-hydroxy-5-chloro-β-oxo-α-(3-phenoxypropyl)benzenepropanamide), CS(=O)(=O)O (methanesulfonic acid). The solvent is C1(=CC=CC=C1)C (toluene). Run at time 20 minute. Product: ClC=1C=CC2=C(C(=C(C(O2)=O)CCCOC2=CC=CC=C2)O)C1 (6-Chloro-4-hydroxy-3-(3-phenoxypropyl)-2H-1-benzopyran-2-one). The yield is 7.3%. Reaction SMILES: C(N(CC)[C:4](=[O:26])[CH:5]([CH2:16][CH2:17][CH2:18][O:19][C:20]1[CH:25]=[CH:24][CH:23]=[CH:22][CH:21]=1)[C:6](=[O:15])[C:7]1[CH:12]=[C:11]([Cl:13])[CH:10]=[CH:9][C:8]=1[OH:14])C.CS(O)(=O)=O>C1(C)C=CC=CC=1>[Cl:13][C:11]1[CH:10]=[CH:9][C:8]2[O:14][C:4](=[O:26])[C:5]([CH2:16][CH2:17][CH2:18][O:19][C:20]3[CH:25]=[CH:24][CH:23]=[CH:22][CH:21]=3)=[C:6]([OH:15])[C:7]=2[CH:12]=1. Reported procedure: To a solution of N,N-diethyl-2-hydroxy-5-chloro-β-oxo-α-(3-phenoxypropyl)benzenepropanamide (0.25 g; 6.6 mmol) (prepared in Example I) in toluene (5 ml) was added methanesulfonic acid (0.07 g; 0.7 mmol). The resulting mixture was heated to reflux and stirred for 20 minutes. The mixture was cooled and the solvent removed under reduced pressure. The residue was dissolved in a 1:1 mixture of EtOAc/Et2O (10 ml), washed with saturated aqueous NaCl, and dried (MgSO4). The solvent was removed in vacuo ... Reactants: C(C)(C)(C)OC(=O)N[C@@H](CC=C)C1=NC=CC(=C1)C1=C(C(=O)O)C=C(C=C1)NC(=O)OC ((S)-2-(2-(1-((tert-Butoxycarbonyl)amino)but-3-en-1-yl)pyridin-4-yl)-5-((methoxycarbonyl)amino)benzoic acid), C(C=C)N (prop-2-en-1-amine), C(CCl)Cl (EDC), C=1C=CC2=C(C1)N=NN2O (HOBT), TEA. Run in CN(C)C=O (DMF), CCOC(=O)C (EtOAc). Yield: 85.7%. Reported procedure: To a solution of 24D (0.06 g, 0.136 mmol), prop-2-en-1-amine (9.31 mg, 0.163 mmol), EDC (0.052 g, 0.272 mmol) and HOBT (0.042 g, 0.272 mmol) in DMF (1 mL) was added TEA (0.057 mL, 0.408 mmol). The reaction was stirred at rt for 18 h. The reaction was diluted with EtOAc, washed with water, brine, dried over Na2SO4, filtered, and concentrated. Purification by normal phase chromatography provided 24E (0.056 g, 86%) as a white solid. MS (ESI) m/z: 481.3 (M+H)+. Yields the product C(C)(C)(C)OC(=O)N[C@@H](CC=C)C1=NC=CC(=C1)C1=C(C=C(C=C1)NC(OC)=O)C(NCC=C)=O (Methyl N-(4-{2-[(1S)-1-{[(tert-butoxy)carbonyl]amino}but-3-en-1-yl]pyridin-4-yl}-3-[(prop-2-en-1-yl)carbamoyl]phenyl)carbamate). As a reaction SMILES: [C:1]([O:5][C:6]([NH:8][C@H:9]([C:13]1[CH:18]=[C:17]([C:19]2[CH:27]=[CH:26][C:25]([NH:28][C:29]([O:31][CH3:32])=[O:30])=[CH:24][C:20]=2[C:21]([OH:23])=O)[CH:16]=[CH:15][N:14]=1)[CH2:10][CH:11]=[CH2:12])=[O:7])([CH3:4])([CH3:3])[CH3:2].[CH2:33]([NH2:36])[CH:34]=[CH2:35].C(Cl)CCl.C1C=CC2N(O)N=NC=2C=1>CN(C=O)C.CCOC(C)=O>[C:1]([O:5][C:6]([NH:8][C@H:9]([C:13]1[CH:18]=[C:17]([C:19]2[CH:27]=[CH:26][C:25]([NH:28][C:29](=[O:30])[O:31][CH3:32])=[CH:24][C:20]=2[C:21](=[O:23])[NH:36][CH2:33][CH:34]=[CH2:35])[CH:16]=[CH:15][N:14]=1)[CH2:10][CH:11]=[CH2:12])=[O:7])([CH3:4])([CH3:3])[CH3:2]. Reaction conditions: time 18 hour. Starting materials: [N+](=O)([O-])C1=C(/C=C/CNCCNC2=CC=NC=C2)C=CC=C1 ((E)-N-(2-nitrocinnamyl)-N'-(4-pyridyl)ethylenediamine), C(=O)(N1C=NC=C1)N1C=NC=C1 (carbonyldiimidazole). Solvent: O1CCCC1 (tetrahydrofuran), C(Cl)(Cl)Cl (chloroform). Run at time 40 hour. The product is [N+](=O)([O-])C1=C(/C=C/CN2C(N(CC2)C2=CC=NC=C2)=O)C=CC=C1 ((E)-1-(2-nitrocinnamyl)-3-(4-pyridyl)-2-imidazolidinone). Yield: 56.8%. RXN SMILES: [N+:1]([C:4]1[CH:22]=[CH:21][CH:20]=[CH:19][C:5]=1/[CH:6]=[CH:7]/[CH2:8][NH:9][CH2:10][CH2:11][NH:12][C:13]1[CH:18]=[CH:17][N:16]=[CH:15][CH:14]=1)([O-:3])=[O:2].[C:23](N1C=CN=C1)(N1C=CN=C1)=[O:24]>O1CCCC1.C(Cl)(Cl)Cl>[N+:1]([C:4]1[CH:22]=[CH:21][CH:20]=[CH:19][C:5]=1/[CH:6]=[CH:7]/[CH2:8][N:9]1[CH2:10][CH2:11][N:12]([C:13]2[CH:18]=[CH:17][N:16]=[CH:15][CH:14]=2)[C:23]1=[O:24])([O-:3])=[O:2]. Reported procedure: To a solution of 2.33 g of (E)-N-(2-nitrocinnamyl)-N'-(4-pyridyl)ethylenediamine dissovled in a mixture of 50 ml of tetrahydrofuran and 50 ml of chloroform was added 1.52 g of carbonyldiimidazole at 0° C. The mixture was stirred at room temperature for 40 hours. The solvent was distilled off under reduced pressure, and the residue was extracted with chloroform. The chloroform layer was washed with water, dried and the solvent was distilled off. The residue was purified by silica gel column chrom... Reactants: [N+](=O)([O-])C1=CC=C(C=C1)N1N=C(C=C1C(=O)OC)C(F)(F)F (methyl 1-(4-nitrophenyl)-3-(trifluoromethyl)-1H-pyrazole-5-carboxylate), [BH4-].[Na+] (sodium borohydride). The reagents and catalysts are O (water). Solvent: C1CCOC1 (THF), CO (MeOH). Conditions: time 1 hour. Yields the product [N+](=O)([O-])C1=CC=C(C=C1)N1N=C(C=C1CO)C(F)(F)F ([1-(4-nitrophenyl)-3-(trifluoromethyl)-1H-pyrazol-5-yl]methanol). The yield is 92.5%. Reaction SMILES: [N+:1]([C:4]1[CH:9]=[CH:8][C:7]([N:10]2[C:14]([C:15](OC)=[O:16])=[CH:13][C:12]([C:19]([F:22])([F:21])[F:20])=[N:11]2)=[CH:6][CH:5]=1)([O-:3])=[O:2].[BH4-].[Na+]>C1COCC1.CO.O>[N+:1]([C:4]1[CH:9]=[CH:8][C:7]([N:10]2[C:14]([CH2:15][OH:16])=[CH:13][C:12]([C:19]([F:22])([F:21])[F:20])=[N:11]2)=[CH:6][CH:5]=1)([O-:3])=[O:2] |f:1.2|. Reported procedure: Intermediate 18 (0.662 g, 2.1 mmol) dissolved in a mixture of THF (5 ml) and MeOH (5 ml) and added sodium borohydride (79 mg, 2.1 mmol). Colour of the reaction mixture changed to pink and then two drops of water added to it. Reaction mixture allowed to stir at rt for 1 h and at this stage colour changed to pink to pale yellow. Reaction mixture was allowed to stir further overnight. Work up (AcOEt/H2O) and evaporation of organic layer on vacuum afforded the title compound (558 mg) as a white soli...